Dataset: the Open Reaction Database (ORD), a public repository of structured organic reaction records. Task: describe an organic reaction: reactants, conditions, products, and yield Starting materials: C=C(C)c1ccc(C2COc3c(C)c(C)c(NC(=O)CC(C)(C)C)c(C)c32)cc1OC, CCO. The product is COc1cc(C2COc3c(C)c(C)c(NC(=O)CC(C)(C)C)c(C)c32)ccc1C(C)C. Reaction SMILES: [C:1](=[CH2:2])([CH3:3])[c:4]1[c:5]([O:30][CH3:31])[cH:6][c:7]([CH:10]2[CH2:11][O:12][c:13]3[c:14]2[c:15]([CH3:29])[c:16]([NH:21][C:22]([CH2:23][C:24]([CH3:25])([CH3:26])[CH3:27])=[O:28])[c:17]([CH3:20])[c:18]3[CH3:19])[cH:8][cH:9]1.[CH3:32][CH2:33][OH:34]>>[CH:1]([CH3:2])([CH3:3])[c:4]1[c:5]([O:30][CH3:31])[cH:6][c:7]([CH:10]2[CH2:11][O:12][c:13]3[c:14]2[c:15]([CH3:29])[c:16]([NH:21][C:22]([CH2:23][C:24]([CH3:25])([CH3:26])[CH3:27])=[O:28])[c:17]([CH3:20])[c:18]3[CH3:19])[cH:8][cH:9]1. Starting materials: [BH4-], CCCCCC, CC(C)Oc1ccc([N+](=O)[O-])cc1C=O, [Na+]. Product: CC(C)Oc1ccc([N+](=O)[O-])cc1CO. As a reaction SMILES: [BH4-:16].[CH3:18][CH2:19][CH2:20][CH2:21][CH2:22][CH3:23].[CH:1]([CH3:2])([CH3:3])[O:4][c:5]1[c:6]([CH:7]=[O:8])[cH:9][c:10]([N+:13](=[O:14])[O-:15])[cH:11][cH:12]1.[Na+:17]>>[CH:1]([CH3:2])([CH3:3])[O:4][c:5]1[c:6]([CH2:7][OH:8])[cH:9][c:10]([N+:13](=[O:14])[O-:15])[cH:11][cH:12]1. The reactants are N1C=CC2=NC(=CC=C21)C(C)=O (1-(1H-pyrrolo[3,2-b]pyridin-5-yl)ethanone), C1CC(=O)N(C1=O)Cl (NCS). Solvent: CN(C)C=O (DMF), CCOC(=O)C (EtOAc), CN(C)C=O (DMF). Reaction conditions: temperature 0 celsius, time 1 hour. The product is ClC1=CNC=2C1=NC(=CC2)C(C)=O (1-(3-chloro-1H-pyrrolo[3,2-b]pyridin-5-yl)ethanone). The yield is 95.4%. Reaction SMILES: [NH:1]1[C:9]2[C:4](=[N:5][C:6]([C:10](=[O:12])[CH3:11])=[CH:7][CH:8]=2)[CH:3]=[CH:2]1.C1C(=O)N([Cl:20])C(=O)C1>CN(C=O)C.CCOC(C)=O>[Cl:20][C:3]1[C:4]2=[N:5][C:6]([C:10](=[O:12])[CH3:11])=[CH:7][CH:8]=[C:9]2[NH:1][CH:2]=1. Procedure details: To a solution 1-(1H-pyrrolo[3,2-b]pyridin-5-yl)ethanone (517.0 mg, 3.23 mmol) in anhydrous DMF (5.0 mL) at 0° C. was added a solution of NCS (462.0 mg, 3.39 mmol) dissolved in anhydrous DMF (10 mL). The reaction mixture was stirred at 0° C. for 1 h and then at RT for 18 h. The reaction mixture was diluted with EtOAc, and the organic layer was washed with sat'd. aq. NaHCO3 solution, water and brine, dried (Na2SO4), filtered and concentrated in vacuo. The crude residue was purified by SiO2 chromat... Starting materials: CI (methyl iodide), C(C)(C)(C)OC(=O)N1CCC(CC1)(C1=C(C=CC(=C1)F)S)O (4-hydroxy-4-(2-mercapto-5-fluoro-phenyl)-piperidine-1-carboxylic acid tert-butyl ester), FC1=C(C=CC(=C1)OC)I (2-fluoro-1-iodo-4-methoxy-benzene), FC=1C=C(C=CC1[N+](=O)[O-])O (3-fluoro-4-nitro-phenol), NC1=C(C=C(C=C1)O)F (4-amino-3-fluoro-phenol). The product is C(C)(C)(C)OC(=O)N1CCC(CC1)(O)C1=C(C=CC(=C1)F)SC1=C(C=C(C=C1)OC)F (1-tert-Butoxycarbonyl-4-[2-(2-fluoro-4-methoxy-phenylsulfanyl)-5-fluoro-phenyl]-piperidine-4-ol). RXN SMILES: [C:1]([O:5][C:6]([N:8]1[CH2:13][CH2:12][C:11]([OH:22])([C:14]2[CH:19]=[C:18]([F:20])[CH:17]=[CH:16][C:15]=2[SH:21])[CH2:10][CH2:9]1)=[O:7])([CH3:4])([CH3:3])[CH3:2].[F:23][C:24]1[CH:29]=[C:28]([O:30][CH3:31])[CH:27]=[CH:26][C:25]=1I.FC1C=C(O)C=CC=1[N+]([O-])=O.NC1C=CC(O)=CC=1F.CI>>[C:1]([O:5][C:6]([N:8]1[CH2:9][CH2:10][C:11]([C:14]2[CH:19]=[C:18]([F:20])[CH:17]=[CH:16][C:15]=2[S:21][C:25]2[CH:26]=[CH:27][C:28]([O:30][CH3:31])=[CH:29][C:24]=2[F:23])([OH:22])[CH2:12][CH2:13]1)=[O:7])([CH3:4])([CH3:2])[CH3:3]. Procedure details: Prepared from 4-hydroxy-4-(2-mercapto-5-fluoro-phenyl)-piperidine-1-carboxylic acid tert-butyl ester and 2-fluoro-1-iodo-4-methoxy-benzene (prepared from 3-fluoro-4-nitro-phenol by reduction to 4-amino-3-fluoro-phenol as reported by Hogdson and Nicholson J. Chem. Soc. 1941, 645-646 followed by diazotization according to the general procedure by Tunney and Stille J. Org. Chem. 1987, 52, 748-753 followed by alkylation with methyl iodide according to the general procedure by Uozumi et al. J. Org. C...